Dataset: the Open Reaction Database (ORD), a public repository of structured organic reaction records. Task: describe an organic reaction: reactants, conditions, products, and yield Starting materials: Cl.CN(C)CCCN=C=NCC (N-[dimethylaminopropyl]-N'-ethylcarbodiimide hydrochloride), Cl.COC1=CC=C(C=C1)S(=O)(=O)N([C@@H](C(=O)O)CCCCNC(CN(C)C)=O)CC1=CC=CC=C1 (2(R)-[[4-methoxybenzenesulfonyl](benzyl)amino]-6-[(N,N-dimethylglycyl)amino] hexanoic acid hydrochloride), O.ON1N=NC2=C1C=CC=C2 (1-hydroxybenzotriazole monohydrate), CN1CCOCC1 (N-methylmorpholine), Cl.C(C)(C)(C)ON (O-t-butylhydroxylamine hydrochloride). Run in C(Cl)Cl (methylene chloride), C(Cl)Cl (methylene chloride), CN(C=O)C (dimethylformamide). Run at temperature 0 celsius, time 8 hour. Product: C(C)(C)(C)ONC([C@@H](CCCCNC(CN(C)C)=O)N(CC1=CC=CC=C1)S(=O)(=O)C1=CC=C(C=C1)OC)=O (N-(t-butyloxy)-2(R)-[[4-methoxybenzenesulfonyl](benzyl)amino]-6-[(N,N-dimethylglycyl)amino] hexanamide). As a reaction SMILES: Cl.[CH3:2][O:3][C:4]1[CH:9]=[CH:8][C:7]([S:10]([N:13]([CH2:29][C:30]2[CH:35]=[CH:34][CH:33]=[CH:32][CH:31]=2)[C@H:14]([CH2:18][CH2:19][CH2:20][CH2:21][NH:22][C:23](=[O:28])[CH2:24][N:25]([CH3:27])[CH3:26])[C:15](O)=[O:16])(=[O:12])=[O:11])=[CH:6][CH:5]=1.O.ON1C2C=CC=CC=2N=N1.CN1CCOCC1.Cl.[C:55]([O:59][NH2:60])([CH3:58])([CH3:57])[CH3:56].Cl.CN(CCCN=C=NCC)C>C(Cl)Cl.CN(C)C=O>[C:55]([O:59][NH:60][C:15](=[O:16])[C@H:14]([N:13]([S:10]([C:7]1[CH:6]=[CH:5][C:4]([O:3][CH3:2])=[CH:9][CH:8]=1)(=[O:11])=[O:12])[CH2:29][C:30]1[CH:31]=[CH:32][CH:33]=[CH:34][CH:35]=1)[CH2:18][CH2:19][CH2:20][CH2:21][NH:22][C:23](=[O:28])[CH2:24][N:25]([CH3:27])[CH3:26])([CH3:58])([CH3:57])[CH3:56] |f:0.1,2.3,5.6,7.8|. Procedure details: To a solution of 2(R)-[[4-methoxybenzenesulfonyl](benzyl)amino]-6-[(N,N-dimethylglycyl)amino] hexanoic acid hydrochloride (4.12 g, 7.82 mmol) in methylene chloride (78 mL) and dimethylformamide (5 mL) is added 1-hydroxybenzotriazole monohydrate (1.26 g, 8.21 mmol), N-methylmorpholine (2.58 ml, 23.45 mmol), and O-t-butylhydroxylamine hydrochloride (1.08 g, 8.60 mmol). The reaction is cooled to 0° C., and N-[dimethylaminopropyl]-N'-ethylcarbodiimide hydrochloride (3.0 g, 15.64 mmol) is added. The ... The reactants are C(C(=O)Cl)(=O)Cl (Oxalyl chloride), ClC1=C(C(=O)O)C=CC(=C1)C=1C=NN(C1)C (2-Chloro-4-(1-methyl-1H-pyrazol-4-yl)-benzoic Acid), CN(C=O)C (dimethylformamide). Run in O1CCCC1 (tetrahydrofuran). Run at temperature 35 celsius. Yields the product C(=O)(Cl)Cl.ClC1=C(C(=O)O)C=CC(=C1)C=1C=NN(C1)C (2-chloro-4-(1-methyl-1H-pyrazol-4-yl)-benzoic acid carbonyl chloride). As a reaction SMILES: [C:1]([Cl:6])(=[O:5])C(Cl)=O.[Cl:7][C:8]1[CH:16]=[C:15]([C:17]2[CH:18]=[N:19][N:20]([CH3:22])[CH:21]=2)[CH:14]=[CH:13][C:9]=1[C:10]([OH:12])=[O:11].CN(C)C=O>O1CCCC1>[C:1]([Cl:6])([Cl:7])=[O:5].[Cl:7][C:8]1[CH:16]=[C:15]([C:17]2[CH:18]=[N:19][N:20]([CH3:22])[CH:21]=2)[CH:14]=[CH:13][C:9]=1[C:10]([OH:12])=[O:11] |f:4.5|. Reported procedure: Oxalyl chloride (0.49 ml) was added to a solution of 2-chloro-4-(1-methyl-1H-pyrazol-4-yl)-benzoic acid (0.41 g) from Example 114 and dimethylformamide (0.012 ml) in anhydrous tetrahydrofuran (20 ml). The reaction was heated at 35° C. for ten minutes. The resulting solution was evaporated in vacuo to dryness to yield the crude 2-chloro-4-(1-methyl-1H-pyrazol-4-yl)-benzoic acid carbonyl chloride. Following co-evaporation with anhydrous methylene chloride, the acid chloride was dissolved in dichlo...